From a dataset of the Open Reaction Database (ORD), a public repository of structured organic reaction records. describe an organic reaction: reactants, conditions, products, and yield The reactants are C12C=CC(C3C1C(=O)OC3=O)O2 (7-oxabicyclo [2.2.1]hept-2-ene-5,6-dicarboxylic acid anhydride), C(C=C)(=O)OCCO (2-hydroxyethyl acrylate). Solvent: C1(=CC=CC=C1)C (toluene). Product: C(=O)(O)C1C2C=CC(C1C(=O)OCCOC(C=C)=O)O2 (2-(Acryloyloxy)ethyl 5-carboxy-7-oxabicyclo [2.2.1]hept-2-ene-6-carboxylate). Reaction SMILES: [CH:1]12[O:12][CH:4]([CH:5]3[C:10](=[O:11])[O:9][C:7](=[O:8])[CH:6]31)[CH:3]=[CH:2]2.[C:13]([O:17][CH2:18][CH2:19][OH:20])(=[O:16])[CH:14]=[CH2:15]>C1(C)C=CC=CC=1>[C:10]([CH:5]1[CH:6]([C:7]([O:20][CH2:19][CH2:18][O:17][C:13](=[O:16])[CH:14]=[CH2:15])=[O:8])[CH:1]2[O:12][CH:4]1[CH:3]=[CH:2]2)([OH:9])=[O:11]. Reported procedure: Maleic anhydride (50 g) and furan (150 ml) were heated under reflux for 1 hour, and then the excess of furan was distilled off. The residue was recrystallised from chloroform, yielding 72 g of 7-oxabicyclo [2.2.1]hept-2-ene-5,6-dicarboxylic acid anhydride (m.pt. 110° C., decomp.). This anhydride (40 g) and 30.75 g of 2-hydroxyethyl acrylate were heated in 250 ml of toluene at 100° C. for 3 hours, and then the toluene was distilled off under reduced pressure, leaving the desired compound as a vis... The reactants are 4-nitrobenzyl 2-(4(R)-ethylthio-3(S)-[1'(R)-dimethyl-{2-methylprop-2-yl}silyloxyethyl]-2-azetidinon-1-yl)acetate, C(=S)=S (carbon disulphide), C(=O)(Cl)Cl (phosgene), solution, C(CCC)[Li] (n-butyllithium), solution, C[Si](N[Si](C)(C)C)(C)C (hexamethyldisilazane). Solvent: C(C)OCC.CCCCCC (diethyl ether hexane), C(C)(=O)O (acetic acid), C(C)OCC (diethyl ether), O1CCCC1 (tetrahydrofuran), C1(=CC=CC=C1)C (toluene), CCCCCC (hexane), O1CCCC1 (tetrahydrofuran). Run at time 5 minute. Yields the product C[Si]([N-][Si](C)(C)C)(C)C.[Li+] (lithium hexamethyldisilazide), title compound. As a reaction SMILES: C([Li:5])CCC.[CH3:6][Si:7]([CH3:14])([CH3:13])[NH:8][Si:9]([CH3:12])([CH3:11])[CH3:10].C(=S)=S.C(Cl)(Cl)=O>CCCCCC.O1CCCC1.C1(C)C=CC=CC=1.C(OCC)C.CCCCCC.C(O)(=O)C.C(OCC)C>[CH3:6][Si:7]([CH3:14])([CH3:13])[N-:8][Si:9]([CH3:12])([CH3:11])[CH3:10].[Li+:5] |f:7.8,11.12|. Procedure: A solution of lithium hexamethyldisilazide was prepared by the addition of n-butyllithium in hexane (4.21 ml of a 1.6M solution) to 2.13 ml of hexamethyldisilazane in 10 ml of dry tetrahydrofuran at 0° C. while stirring under nitrogen. The solution was added via a cannula to a solution of 1.08 g of 4-nitrobenzyl 2-(4(R)-ethylthio-3(S)-[1'(R)-dimethyl-{2-methylprop-2-yl}silyloxyethyl]-2-azetidinon-1-yl)acetate in 10 ml of dry tetrahydrofuran at -78° C., with stirring under nitrogen. After 5 minut... Reactants: stainless steel, CO (methanol), N1=CC=C(C=C1)C (γ-picoline), [C]=O (carbon monoxide), [H][H] (hydrogen), CCCCCCCCC=C (decene-1), stainless steel. Reagents/catalysts: C(CCCCCCC)(=O)[O-].[Co+2].C(CCCCCCC)(=O)[O-] (cobalt octanoate). Product: C(CCCCCCCCCC)(=O)OC (methyl undecanoate). Reaction SMILES: [H][H].[CH3:3][CH2:4][CH2:5][CH2:6][CH2:7][CH2:8]CCC=C.N1[CH:18]=[CH:17][C:16](C)=[CH:15][CH:14]=1.[CH3:20][OH:21].[C]=[O:23]>C([O-])(=O)CCCCCCC.[Co+2].C([O-])(=O)CCCCCCC>[C:8]([O:21][CH3:20])(=[O:23])[CH2:7][CH2:6][CH2:5][CH2:4][CH2:3][CH2:18][CH2:17][CH2:16][CH2:15][CH3:14] |f:5.6.7,^3:21|. Reported procedure: After placing 0.008 mole of cobalt octanoate in a stainless steel autoclave having a capacity of 100 ml, 1 hour's stirring was conducted at a temperature of 160°C while applying first a pressure of 10 Kg/cm2 with hydrogen and then applying a pressure of 150 Kg/cm2 to thereby prepare a catalyst. Meanwhile, after placing 0.65 mole of decene-1, 0.08 mole of γ-picoline and 0.5 mole of methanol in a stainless steel autoclave having a capacity of 300 ml, a pressure of 30 Kg/cm2 was applied thereto wit... The reactants are [Li]CCCC, Brc1cccc(OCc2ccccc2)c1, C1CCOC1, COc1cc(C=O)cc(OC)c1, CC(C)O, O. The product is COc1cc(OC)cc(C(O)c2cccc(OCc3ccccc3)c2)c1. Reaction SMILES: [CH2:16]([Li:17])[CH2:18][CH2:19][CH3:20].[CH2:1]([c:2]1[cH:3][cH:4][cH:5][cH:6][cH:7]1)[O:8][c:9]1[cH:10][c:11]([Br:15])[cH:12][cH:13][cH:14]1.[CH2:37]1[O:38][CH2:39][CH2:40][CH2:41]1.[CH3:21][O:22][c:23]1[cH:24][c:25]([CH:26]=[O:27])[cH:28][c:29]([O:31][CH3:32])[cH:30]1.[CH:33]([OH:34])([CH3:35])[CH3:36].[OH2:42]>>[CH2:1]([c:2]1[cH:3][cH:4][cH:5][cH:6][cH:7]1)[O:8][c:9]1[cH:10][c:11]([CH:26]([c:25]2[cH:24][c:23]([O:22][CH3:21])[cH:30][c:29]([O:31][CH3:32])[cH:28]2)[OH:27])[cH:12][cH:13][cH:14]1. Starting materials: FC(C(=O)O)(F)F (trifluoroacetic acid), C(C)[Zn]CC (diethyl zinc), FC(C(=O)O)(F)F (trifluoroacetic acid), CC (ethane). The solvent is C1(=CC=CC=C1)C (toluene). Conditions: temperature -40 celsius, time 30 minute. Product: FC(C(=O)[O-])(F)F.[Zn+2].FC(C(=O)[O-])(F)F (Zinc Trifluoroacetate). RXN SMILES: C([Zn:3]CC)C.[F:6][C:7]([F:12])([F:11])[C:8]([OH:10])=[O:9].CC>C1(C)C=CC=CC=1>[F:6][C:7]([F:12])([F:11])[C:8]([O-:10])=[O:9].[Zn+2:3].[F:6][C:7]([F:12])([F:11])[C:8]([O-:10])=[O:9] |f:4.5.6|. Reported procedure: A solution of diethyl zinc (27.5 mL, 1.1M in toluene) was slowly added to a solution of trifluoroacetic acid (2.77 mL) in dry toluene at -40° C. The reaction temp and the extent of ethane evolution was monitored. After stirring at -40° C. for 30 min, the solution was warmed to room temperature and trifluoroacetic acid (2.77 mL) was slowly added. The mixture was stirred overnight at room temperature, followed by refluxing for 2 h. A foaming suspension with a slight violet tint was formed. All vol... Run at time 8 hour. Run in CO (methanol), [OH-].[Na+] (caustic soda). Yields the product COC1=NC(=NC(=C1)OC)C(C(=O)O)CCC (2-(4,6-Dimethoxypyrimidin-2-yl)pentanoic acid). As a reaction SMILES: [CH3:1][O:2][C:3]1[CH:8]=[C:7]([O:9][CH3:10])[N:6]=[C:5]([CH:11]([CH2:17][CH2:18][CH3:19])[C:12]([O:14]CC)=[O:13])[N:4]=1>CO.[OH-].[Na+]>[CH3:10][O:9][C:7]1[CH:8]=[C:3]([O:2][CH3:1])[N:4]=[C:5]([CH:11]([CH2:17][CH2:18][CH3:19])[C:12]([OH:14])=[O:13])[N:6]=1 |f:2.3|. Reported procedure: A mixture of 2.2 g (8 mmol) ethyl 2-(4,6-dimethoxypyrimidin-2-yl)pentanoate in 20 ml methanol and 3 ml 5N caustic soda was stirred overnight at room temperature. The mixture was concentrated and the residue dissolved in 10 ml water, extracted with 50 ml ethyl acetate and the aqueous phase acidified with 2N hydrochloric acid until it was pH 5. The aqueous phase was extracted three times with ether, the combined phases were dried over magnesium sulphate and concentrated. Starting materials: COC1=NC(=NC(=C1)OC)C(C(=O)OCC)CCC (ethyl 2-(4,6-dimethoxypyrimidin-2-yl)pentanoate). Reactants: C1(CCCC1)[Mg]Cl (cyclopentylmagnesium chloride), [SiH4].CCCCCC (silane hexane), FC(CC[Si](OC)(OC)OC)(F)F (3,3,3-trifluoropropyltrimethoxy silane). Run in C(C)OCC (diethyl ether), C(C)OCC (diethyl ether), CCCCCC (hexane). Run at time 1 hour. The product is FC(CC[Si](OC)(OC)C1CCCC1)(F)F (3,3,3-trifluoropropyl(cyclopentyl)dimethoxysilane). As a reaction SMILES: [CH:1]1([Mg]Cl)[CH2:5][CH2:4][CH2:3][CH2:2]1.[F:8][C:9]([F:20])([F:19])[CH2:10][CH2:11][Si:12](OC)([O:15][CH3:16])[O:13][CH3:14].[SiH4].CCCCCC>C(OCC)C.CCCCCC>[F:20][C:9]([F:8])([F:19])[CH2:10][CH2:11][Si:12]([CH:1]1[CH2:5][CH2:4][CH2:3][CH2:2]1)([O:13][CH3:14])[O:15][CH3:16] |f:2.3|. Reported procedure: Under nitrogen, a 500 ml Schlenk flask was cooled to room temperature, charged with 150 ml of diethyl ether and cyclopentylmagnesium chloride (0.055 mol, 27.7 ml) and warmed slightly to 30° C. A 100 ml Schlenk flask was purged with nitrogen and charged with 75 ml hexane and 3,3,3-trifluoropropyltrimethoxy silane (10 ml, 0.0504 mol). The silane/hexane solution was added dropwise via cannula to the Grignard/diethyl ether mixture producing a white cloudy mixture. After addition (1.25 hrs.), the Gri... Reactants: CS(=O)(=O)N1CCN(CC1)CC1=CC2=C(N=C(N=C2N2CCOCC2)SC)S1 (6-(4-methanesulfonyl-piperazin-1-ylmethyl)-2-methylsulfanyl-4-morpholin-4-yl-thieno[2,3-d]pyrimidine), CC1=NC=C(C=N1)[Sn](CCCC)(CCCC)CCCC (2-methyl-5-tributylstannanyl-pyrimidine). Reagents/catalysts: CSC.[Cu]Br (copper(I)bromide-dimethyl sulfide), C=1C=CC(=CC1)[P](C=2C=CC=CC2)(C=3C=CC=CC3)[Pd]([P](C=4C=CC=CC4)(C=5C=CC=CC5)C=6C=CC=CC6)([P](C=7C=CC=CC7)(C=8C=CC=CC8)C=9C=CC=CC9)[P](C=1C=CC=CC1)(C=1C=CC=CC1)C=1C=CC=CC1 (tetrakis(triphenylphosphine)palladium). Run in C(C)(=O)OCC (ethyl acetate), COCCOC (1,2-dimethoxyethane). Reaction conditions: time 10 minute. Yields the product CC1=NC=C(C=N1)C=1N=C(C2=C(N1)SC(=C2)CN2CCN(CC2)S(=O)(=O)C)N2CCOCC2 (4-(2-(2-methylpyrimidin-5-yl)-6-((4-(methylsulfonyl)piperazin-1-yl)methyl)thieno[2,3-d]pyrimidin-4-yl)morpholine). As a reaction SMILES: [CH3:1][S:2]([N:5]1[CH2:10][CH2:9][N:8]([CH2:11][C:12]2[S:28][C:15]3[N:16]=[C:17](SC)[N:18]=[C:19]([N:20]4[CH2:25][CH2:24][O:23][CH2:22][CH2:21]4)[C:14]=3[CH:13]=2)[CH2:7][CH2:6]1)(=[O:4])=[O:3].[CH3:29][C:30]1[N:35]=[CH:34][C:33]([Sn](CCCC)(CCCC)CCCC)=[CH:32][N:31]=1>COCCOC.C(OCC)(=O)C.CSC.[Cu]Br.C1C=CC([P]([Pd]([P](C2C=CC=CC=2)(C2C=CC=CC=2)C2C=CC=CC=2)([P](C2C=CC=CC=2)(C2C=CC=CC=2)C2C=CC=CC=2)[P](C2C=CC=CC=2)(C2C=CC=CC=2)C2C=CC=CC=2)(C2C=CC=CC=2)C2C=CC=CC=2)=CC=1>[CH3:29][C:30]1[N:35]=[CH:34][C:33]([C:17]2[N:18]=[C:19]([N:20]3[CH2:25][CH2:24][O:23][CH2:22][CH2:21]3)[C:14]3[CH:13]=[C:12]([CH2:11][N:8]4[CH2:9][CH2:10][N:5]([S:2]([CH3:1])(=[O:4])=[O:3])[CH2:6][CH2:7]4)[S:28][C:15]=3[N:16]=2)=[CH:32][N:31]=1 |f:4.5,^1:69,71,90,109|. Reported procedure: To a solution of 6-(4-methanesulfonyl-piperazin-1-ylmethyl)-2-methylsulfanyl-4-morpholin-4-yl-thieno[2,3-d]pyrimidine (104 mg) in 1,2-dimethoxyethane (10 mL) was added 2-methyl-5-tributylstannanyl-pyrimidine (180 mg) and copper(I)bromide-dimethyl sulfide (96 mg) and the reaction mixture was stirred at room temperature for 10 minutes. Tetrakis(triphenylphosphine)palladium (0) (14 mg) was then added and the reaction mixture was heated at reflux for 16 h. After cooling to room temperature, the mixt... Starting materials: Cl, OC(CCCN1CCCCC1)c1ccc(F)cc1, c1ccccc1. Yields the product O=C(CCCN1CCCCC1)c1ccc(F)cc1. Reaction SMILES: [ClH:19].[F:1][c:2]1[cH:3][cH:4][c:5]([CH:8]([CH2:9][CH2:10][CH2:11][N:12]2[CH2:13][CH2:14][CH2:15][CH2:16][CH2:17]2)[OH:18])[cH:6][cH:7]1.[cH:20]1[cH:21][cH:22][cH:23][cH:24][cH:25]1>>[F:1][c:2]1[cH:3][cH:4][c:5]([C:8]([CH2:9][CH2:10][CH2:11][N:12]2[CH2:13][CH2:14][CH2:15][CH2:16][CH2:17]2)=[O:18])[cH:6][cH:7]1.